From a dataset of the Open Reaction Database (ORD), a public repository of structured organic reaction records. describe an organic reaction: reactants, conditions, products, and yield Reactants: COC1=CC=C(C=C1)NC=1N=NC(=CN1)C(C)NC(=O)C=1OC=CC1 (N[1-(3-{[4-(methyloxy)phenyl]amino}-1,2,4-triazin-6-yl)ethyl]-2-furancarboxamide), COC1=CC=C(C=C1)NC=1N=NC(=CN1)C(C)NC(=O)C=1OC=CC1 (N[1-(3-{[4-(methyloxy)phenyl]amino}-1,2,4-triazin-6-yl)ethyl]-2-furancarboxamide), P(=O)(Cl)(Cl)Cl (phosphorus oxychloride). The solvent is ClCCCl (1,2-dichloroethane). The product is O1C(=CC=C1)C1=NC(=C2C=NC(=NN21)NC2=CC=C(C=C2)OC)C (7-(2-furanyl)-5-methyl-N-[4-(methyloxy)phenyl]imidazo[5,1-f][1,2,4]triazin-2-amine). Isolated yield 24.9%. RXN SMILES: [CH3:1][O:2][C:3]1[CH:8]=[CH:7][C:6]([NH:9][C:10]2[N:11]=[N:12][C:13]([CH:16]([NH:18][C:19]([C:21]3[O:22][CH:23]=[CH:24][CH:25]=3)=O)[CH3:17])=[CH:14][N:15]=2)=[CH:5][CH:4]=1.P(Cl)(Cl)(Cl)=O>ClCCCl>[O:22]1[CH:23]=[CH:24][CH:25]=[C:21]1[C:19]1[N:12]2[C:13]([CH:14]=[N:15][C:10]([NH:9][C:6]3[CH:7]=[CH:8][C:3]([O:2][CH3:1])=[CH:4][CH:5]=3)=[N:11]2)=[C:16]([CH3:17])[N:18]=1. Reported procedure: Applying the Cyclization Procedure 1, using N[1-(3-{[4-(methyloxy)phenyl]amino}-1,2,4-triazin-6-yl)ethyl]-2-furancarboxamide (Intermediate 59) (85 mg, 0.25 mmol), 1,2-dichloroethane (5 mL) and phosphorus oxychloride (0.19 mL, 2.04 mmol), to afford 7-(2-furanyl)-5-methyl-N-[4-(methyloxy)phenyl]imidazo[5,1-f][1,2,4]triazin-2-amine (20 mg) as a yellow solid. MS m/z 322 (M+1). The reactants are C1(=CC=CC=C1)COC1=C(C=CC=C1)CN1N=C(C=C1)N1C(C2=CC=CC=C2C1=O)=O (2-[1-({2-[(phenylmethyl)oxy]phenyl}methyl)-1H-pyrazol-3-yl]-1H-isoindole-1,3(2H)-dione), O.NN (hydrazine hydrate). Solvent: C1CCOC1 (THF). Run at time 8 hour. The product is C1(=CC=CC=C1)COC1=C(C=CC=C1)CN1N=C(C=C1)N (1-({2-[(Phenylmethyl)oxy]phenyl}methyl)-1H-pyrazol-3-amine). Isolated yield 50.4%. Reaction SMILES: [C:1]1([CH2:7][O:8][C:9]2[CH:14]=[CH:13][CH:12]=[CH:11][C:10]=2[CH2:15][N:16]2[CH:20]=[CH:19][C:18]([N:21]3C(=O)C4C(=CC=CC=4)C3=O)=[N:17]2)[CH:6]=[CH:5][CH:4]=[CH:3][CH:2]=1.O.NN>C1COCC1>[C:1]1([CH2:7][O:8][C:9]2[CH:14]=[CH:13][CH:12]=[CH:11][C:10]=2[CH2:15][N:16]2[CH:20]=[CH:19][C:18]([NH2:21])=[N:17]2)[CH:2]=[CH:3][CH:4]=[CH:5][CH:6]=1 |f:1.2|. Procedure details: To a solution of 2-[1-({2-[(phenylmethyl)oxy]phenyl}methyl)-1H-pyrazol-3-yl]-1H-isoindole-1,3(2H)-dione (4.83 g, approx 11.8 mmol) in THF (50 ml) was added hydrazine hydrate (2.86 ml, 59 mmol) and the solution was stirred overnight at ambient temperature. A white solid was filtered off and the filtrate dried over magnesium sulphate, filtered and evaporated to give an oil. The oil was applied to 100 g silica and purified using 0-100% ethyl acetate-cyclohexane to give the title compound as a pale ... Reactants: C(C=C)(=O)OCCCC (butyl acrylate), C(C(=C)C)(=O)OC (methyl methacrylate), C(C(=C)C)(=O)OCCOC(CC(=O)C)=O (2-acetoacetoxyethyl methacrylate), C(C)(=O)OC(COC)C (propylene glycol methyl ether acetate), N(=NC(C#N)(CC)C)C(C#N)(CC)C (2,2'-Azobis(2-methylbutanenitrile)), C(CC(=O)C)(=O)[O-] (acetoacetate). Run at temperature 80 celsius, time 22 hour. The product is C(C=C)(=O)OCCCC.C(CC(=O)C)(=O)OCCOC(C(=C)C)=O.C(C(=C)C)(=O)OC (Butyl acrylate Methyl Methacrylate 2-Acetoacetoxyethyl Methacrylate). RXN SMILES: [C:1]([O:5][CH2:6][CH2:7][CH2:8][CH3:9])(=[O:4])[CH:2]=[CH2:3].[C:10]([O:15][CH3:16])(=[O:14])[C:11]([CH3:13])=[CH2:12].[C:17]([O:22][CH2:23][CH2:24][O:25][C:26](=[O:31])[CH2:27][C:28]([CH3:30])=[O:29])(=[O:21])[C:18]([CH3:20])=[CH2:19].C(OC(C)COC)(=O)C.N(C(C)(CC)C#N)=NC(C)(CC)C#N.C([O-])(=O)CC(C)=O>>[C:1]([O:5][CH2:6][CH2:7][CH2:8][CH3:9])(=[O:4])[CH:2]=[CH2:3].[C:26]([O:25][CH2:24][CH2:23][O:22][C:17](=[O:21])[C:18]([CH3:20])=[CH2:19])(=[O:31])[CH2:27][C:28]([CH3:30])=[O:29].[C:10]([O:15][CH3:16])(=[O:14])[C:11]([CH3:13])=[CH2:12] |f:6.7.8|. Procedure details: A three neck round bottom flask was charged with 15.3 g of butyl acrylate, 7.9 g of methyl methacrylate, 17.7 g of 2-acetoacetoxyethyl methacrylate, and 49.5 g of propylene glycol methyl ether acetate. This mixture was heated to 80° C. with vigorous mechanical stirring, under a nitrogen atmosphere. 2,2'-Azobis(2-methylbutanenitrile), 0.20 g, was added in one portion to the reaction mixture and the reaction was stirred at that temperature for 22 hours. A clear solution of the terpolymer was obtai... The reactants are Cc1ccc(S(=O)(=O)OCC2Cc3cc(Cl)cc(-c4ccsc4)c3O2)cc1, CS(C)=O, CCOCC, [N-]=[N+]=[N-], [Na+], O. Yields the product [N-]=[N+]=NCC1Cc2cc(Cl)cc(-c3ccsc3)c2O1. As a reaction SMILES: [CH3:1][c:2]1[cH:3][cH:4][c:5]([S:6]([O:7][CH2:12][CH:13]2[O:14][c:15]3[c:16]([cH:18][c:19]([Cl:27])[cH:20][c:21]3-[c:22]3[cH:23][s:24][cH:25][cH:26]3)[CH2:17]2)(=[O:8])=[O:9])[cH:10][cH:11]1.[CH3:32][S:33]([CH3:34])=[O:35].[CH3:37][CH2:38][O:39][CH2:40][CH3:41].[N-:29]=[N+:30]=[N-:31].[Na+:28].[OH2:36]>>[CH2:12]([CH:13]1[O:14][c:15]2[c:16]([cH:18][c:19]([Cl:27])[cH:20][c:21]2-[c:22]2[cH:23][s:24][cH:25][cH:26]2)[CH2:17]1)[N:29]=[N+:30]=[N-:31].